From a dataset of the Open Reaction Database (ORD), a public repository of structured organic reaction records. describe an organic reaction: reactants, conditions, products, and yield The reactants are CN(C)C=O, Nc1ccc2ncc(Cl)nc2n1, [Na+], [Na+], O=C([O-])[O-], O, OB(O)c1ccccc1, c1ccc(P(c2ccccc2)(c2ccccc2)[Pd](P(c2ccccc2)(c2ccccc2)c2ccccc2)(P(c2ccccc2)(c2ccccc2)c2ccccc2)P(c2ccccc2)(c2ccccc2)c2ccccc2)cc1. Yields the product Nc1ccc2ncc(-c3ccccc3)nc2n1. As a reaction SMILES: [CH3:29][N:30]([CH3:31])[CH:32]=[O:33].[Cl:1][c:2]1[cH:3][n:4][c:5]2[c:6]([n:7]1)[n:8][c:9]([NH2:12])[cH:10][cH:11]2.[Na+:22].[Na+:23].[O-:24][C:25](=[O:26])[O-:27].[OH2:28].[OH:13][B:14]([OH:15])[c:16]1[cH:17][cH:18][cH:19][cH:20][cH:21]1.[cH:34]1[cH:35][cH:36][c:37]([P:38]([Pd:39]([P:40]([c:41]2[cH:42][cH:43][cH:44][cH:45][cH:46]2)([c:47]2[cH:48][cH:49][cH:50][cH:51][cH:52]2)[c:53]2[cH:54][cH:55][cH:56][cH:57][cH:58]2)([P:59]([c:60]2[cH:61][cH:62][cH:63][cH:64][cH:65]2)([c:66]2[cH:67][cH:68][cH:69][cH:70][cH:71]2)[c:72]2[cH:73][cH:74][cH:75][cH:76][cH:77]2)[P:78]([c:79]2[cH:80][cH:81][cH:82][cH:83][cH:84]2)([c:85]2[cH:86][cH:87][cH:88][cH:89][cH:90]2)[c:91]2[cH:92][cH:93][cH:94][cH:95][cH:96]2)([c:97]2[cH:98][cH:99][cH:100][cH:101][cH:102]2)[c:103]2[cH:104][cH:105][cH:106][cH:107][cH:108]2)[cH:109][cH:110]1>>[c:2]1(-[c:16]2[cH:17][cH:18][cH:19][cH:20][cH:21]2)[cH:3][n:4][c:5]2[c:6]([n:7]1)[n:8][c:9]([NH2:12])[cH:10][cH:11]2. RXN SMILES: [NH2:1][C:2]1[N:7]([CH2:8][CH:9]([OH:11])[CH3:10])[C:6](=[O:12])[N:5]([CH3:13])[C:4](=[O:14])[CH:3]=1.[N:15]([O-])=[O:16].[Na+]>C(O)C.O.Cl>[NH2:1][C:2]1[N:7]([CH2:8][CH:9]([OH:11])[CH3:10])[C:6](=[O:12])[N:5]([CH3:13])[C:4](=[O:14])[C:3]=1[N:15]=[O:16] |f:1.2|. Starting materials: NC1=CC(N(C(N1CC(C)O)=O)C)=O (6-amino-1-(2-hydroxypropyl)-3-methyl- 2,4-(1H, 3H)-pyrimidinedione), N(=O)[O-].[Na+] (NaNO2). Procedure: To 79 g (0.4 mol) of 6-amino-1-(2-hydroxypropyl)-3-methyl- 2,4-(1H, 3H)-pyrimidinedione (IV), dissolved in 500 ml of ethanol, was added 30 g NaNO2 (0.43 mol) which was dissolved in water, whereafter 36 ml conc. hydrochloric acid was added. The red crystals were dissolved through boiling and the sodium chloride was filtered off. The red filtrate was used for synthetizing 5,6-diamino-1-(2-hydroxypropyl)-3-methyl-2,4-(1H, 3H)-pyrimidinedione (VI) NMR. Run in C(C)O (ethanol), O (water), Cl (hydrochloric acid). Product: NC1=C(C(N(C(N1CC(C)O)=O)C)=O)N=O (6-amino-1-(2-hydroxypropyl)-3-methyl- -5-nitroso-2,4-(1H, 3H)-pyrimidinedione). Reactants: Cl.ClC=1C=C(C=CC1OCC1=CC(=CC=C1)F)NC1=NC=NC2=CC=C(C=C12)I ([3-chloro-4-(3-fluoro-benzyloxy)-phenyl]-(6-iodo-quinazolin-4-yl)-amine hydrochloride salt), O1C(=CC=C1)B(O)O (2-furylboronic acid), C(=O)([O-])[O-].[K+].[K+] (K2CO3). The reagents and catalysts are [Pd] (palladium). Solvent: CCO (EtOH), COCCOC (DME). Conditions: temperature 75 celsius. Yields the product ClC=1C=C(C=CC1OCC1=CC(=CC=C1)F)NC1=NC=NC2=CC=C(C=C12)C1=CC=C(O1)C=O (5-(4-(3-chloro-4-(3-fluorobenzyloxy)phenylamino)quinazolin-6-yl)furan-2-carbaldehyde). Reaction SMILES: Cl.[Cl:2][C:3]1[CH:4]=[C:5]([NH:18][C:19]2[C:28]3[C:23](=[CH:24][CH:25]=[C:26](I)[CH:27]=3)[N:22]=[CH:21][N:20]=2)[CH:6]=[CH:7][C:8]=1[O:9][CH2:10][C:11]1[CH:16]=[CH:15][CH:14]=[C:13]([F:17])[CH:12]=1.[O:30]1[CH:34]=[CH:33][CH:32]=[C:31]1B(O)O.[C:38]([O-])([O-])=[O:39].[K+].[K+]>[Pd].CCO.COCCOC>[Cl:2][C:3]1[CH:4]=[C:5]([NH:18][C:19]2[C:28]3[C:23](=[CH:24][CH:25]=[C:26]([C:34]4[O:30][C:31]([CH:38]=[O:39])=[CH:32][CH:33]=4)[CH:27]=3)[N:22]=[CH:21][N:20]=2)[CH:6]=[CH:7][C:8]=1[O:9][CH2:10][C:11]1[CH:16]=[CH:15][CH:14]=[C:13]([F:17])[CH:12]=1 |f:0.1,3.4.5|. Procedure details: A mixture of [3-chloro-4-(3-fluoro-benzyloxy)-phenyl]-(6-iodo-quinazolin-4-yl)-amine hydrochloride salt (5.05 g, 10 mmol), 2-furylboronic acid (1.85 g, 12 mmol) and palladium catalyst (730 mg, 1.0 mmol) in 10 mL of K2CO3(2.0M), 10 mL of EtOH and 40 mL of DME was heated at 75° C. under nitrogen atmosphere for 4 hr. LS-MS showed the reaction completed. Concentrated the mixture under reduced pressure and washed the residue with water (2×50 mL) then with cool ether (100 mL) to get a gray solid (4.5 ...